The task is: describe an organic reaction: reactants, conditions, products, and yield. This data is from the Open Reaction Database (ORD), a public repository of structured organic reaction records. The reactants are C1(CC1)C(=O)NC1=NC2=C(N1)C=CC(=C2)OS(=O)(=O)C2=CC=C(C=C2)F (4-fluoro-benzenesulfonic acid 2-(cyclopropanecarbonyl-amino)-1H-benzoimidazol-5-yl ester), NCC1N(CCC1)CC (2-(aminomethyl)-1-ethylpyrrolidine), C([O-])([O-])=O.[Cs+].[Cs+] (cesium carbonate). Solvent: CS(=O)C (dimethylsulfoxide). Reaction conditions: temperature 110 celsius. Yields the product C1(CC1)C(=O)NC1=NC2=C(N1)C=CC(=C2)OS(=O)(=O)C2=CC=C(C=C2)NCC2N(CCC2)CC (4-[(1-Ethyl-pyrrolidin-2-ylmethyl)-amino]-benzenesulfonic acid 2-(cyclopropanecarbonyl-amino)-1H-benzoimidazol-5-yl ester). Isolated yield 69.2%. RXN SMILES: [CH:1]1([C:4]([NH:6][C:7]2[NH:11][C:10]3[CH:12]=[CH:13][C:14]([O:16][S:17]([C:20]4[CH:25]=[CH:24][C:23](F)=[CH:22][CH:21]=4)(=[O:19])=[O:18])=[CH:15][C:9]=3[N:8]=2)=[O:5])[CH2:3][CH2:2]1.[NH2:27][CH2:28][CH:29]1[CH2:33][CH2:32][CH2:31][N:30]1[CH2:34][CH3:35].C(=O)([O-])[O-].[Cs+].[Cs+]>CS(C)=O>[CH:1]1([C:4]([NH:6][C:7]2[NH:11][C:10]3[CH:12]=[CH:13][C:14]([O:16][S:17]([C:20]4[CH:25]=[CH:24][C:23]([NH:27][CH2:28][CH:29]5[CH2:33][CH2:32][CH2:31][N:30]5[CH2:34][CH3:35])=[CH:22][CH:21]=4)(=[O:19])=[O:18])=[CH:15][C:9]=3[N:8]=2)=[O:5])[CH2:3][CH2:2]1 |f:2.3.4|. Procedure: Title compound was obtained by reacting 12 mg of 4-fluoro-benzenesulfonic acid 2-(cyclopropanecarbonyl-amino)-1H-benzoimidazol-5-yl ester (example 55) with 21 mg of 2-(aminomethyl)-1-ethylpyrrolidine and 50 mg cesium carbonate in 600 μl dimethylsulfoxide. Reaction was performed in a 24 well Inox plate for high pressure. The reaction mixture was put under 10 bars argon pressure and then heated to 110° C. for 50 hours. Cesium carbonate was filtered off and compound in DMSO was directly purified by... Starting materials: O1CCCC1 (tetrahydrofurane), COC1=C(C(=C(C(=C1C)C)OC)C)C(CCCCCC(=O)O)C=1C=NC=CC1 (7-(2,5-dimethoxy-3,4,6-trimethylphenyl)-7-(3-pyridyl)heptanoic acid), [H-].[Al+3].[Li+].[H-].[H-].[H-] (lithium aluminum hydride). The product is COC1=C(C(=C(C(=C1C)C)OC)C)C(CCCCCCO)C=1C=NC=CC1 (7-(2,5-dimethoxy-3,4,6-trimethylphenyl)-7-(3-pyridyl)heptanol). Isolated yield 79.4%. Reported procedure: To a stirred tetrahydrofurane solution (40 ml) of 7-(2,5-dimethoxy-3,4,6-trimethylphenyl)-7-(3-pyridyl)heptanoic acid (3.0, 7.8 mmol) prepared in the Reference Example 11 was added lithium aluminum hydride (450 mg, 11.9 mmol) under ice-cooling. The reaction mixture was allowed to rise to room temperature and stirred for 30 min. After that water was carefully added to the reaction mixture and the product was extracted with ethylacetate. The extract was washed with water, dried, and evaporated in ... RXN SMILES: O1CCCC1.[CH3:6][O:7][C:8]1[C:13]([CH3:14])=[C:12]([CH3:15])[C:11]([O:16][CH3:17])=[C:10]([CH3:18])[C:9]=1[CH:19]([C:28]1[CH:29]=[N:30][CH:31]=[CH:32][CH:33]=1)[CH2:20][CH2:21][CH2:22][CH2:23][CH2:24][C:25](O)=[O:26].[H-].[Al+3].[Li+].[H-].[H-].[H-]>O>[CH3:6][O:7][C:8]1[C:13]([CH3:14])=[C:12]([CH3:15])[C:11]([O:16][CH3:17])=[C:10]([CH3:18])[C:9]=1[CH:19]([C:28]1[CH:29]=[N:30][CH:31]=[CH:32][CH:33]=1)[CH2:20][CH2:21][CH2:22][CH2:23][CH2:24][CH2:25][OH:26] |f:2.3.4.5.6.7|. Run at time 30 minute. The solvent is O (water). The reactants are Cl.ClC1=C(OCCCONC(=N)N(C(N)=N)C(C)C)C=C(C(=C1)Cl)Cl (N-[3-(2,4,5-trichlorophenoxy)propoxy]-N'-(1-methylethyl)imidodicarbonimidicdiamide hydrochloride), ClC1=CC=C(C=C1)S (4-chlorothiophenol), BrCCCBr (1,3-dibromopropane). Run in [OH-].[Na+] (sodium hydroxide). The product is ClC1=CC=C(SCCCBr)C=C1 (4-chlorothiophenoxy propyl bromide). As a reaction SMILES: Cl.ClC1C=C(Cl)C(Cl)=CC=1OCCCONC(N(C(C)C)C(=N)N)=N.[Cl:26][C:27]1[CH:32]=[CH:31][C:30]([SH:33])=[CH:29][CH:28]=1.[Br:34][CH2:35][CH2:36][CH2:37]Br>[OH-].[Na+]>[Cl:26][C:27]1[CH:32]=[CH:31][C:30]([S:33][CH2:37][CH2:36][CH2:35][Br:34])=[CH:29][CH:28]=1 |f:0.1,4.5|. Procedure details: In similar fashion to the synthesis of (XV), 4-chlorothiophenol (28.9 grams, 0.2 mol) was treated with sodium hydroxide (40 mL of 20% aqueous solution) and then combined with 1,3-dibromopropane (160 grams, 0.8 mol) and refluxed for 4 hours. The mixture was cooled, the aqueous layer separated and neutralized with 20% sodium hydroxide solution, and the lower layer washed five times with water and distilled at 1 mm Hg. The main fraction was collected between 120°-130° C. as a colorless oil (47.5 gr... The reactants are C(C)(C)(C)[Si](O[C@@H]1CC[C@H](CC1)N1C(C(CCC1)CC1=C(C=C(C=C1)C=1C=NC=CC1)Cl)=O)(C)C (trans-1-[4-(tert-butyl-dimethyl-silanyloxy)-cyclohexyl]-3-(2-chloro-4-pyridine-3-yl-benzyl)-piperidin-2-one). The solvent is CO (methanol). Conditions: temperature 40 celsius. The product is ClC1=C(CC2C(N(CCC2)[C@@H]2CC[C@H](CC2)O)=O)C=CC(=C1)C=1C=NC=CC1 (Trans-3-(2-chloro-4-pyridin-3-yl-benzyl)-1-(4-hydroxy-cyclohexyl)-piperidin-2-one). Isolated yield 84.5%. RXN SMILES: C([Si](C)(C)[O:6][C@H:7]1[CH2:12][CH2:11][C@H:10]([N:13]2[CH2:18][CH2:17][CH2:16][CH:15]([CH2:19][C:20]3[CH:25]=[CH:24][C:23]([C:26]4[CH:27]=[N:28][CH:29]=[CH:30][CH:31]=4)=[CH:22][C:21]=3[Cl:32])[C:14]2=[O:33])[CH2:9][CH2:8]1)(C)(C)C>CO>[Cl:32][C:21]1[CH:22]=[C:23]([C:26]2[CH:27]=[N:28][CH:29]=[CH:30][CH:31]=2)[CH:24]=[CH:25][C:20]=1[CH2:19][CH:15]1[CH2:16][CH2:17][CH2:18][N:13]([C@H:10]2[CH2:11][CH2:12][C@H:7]([OH:6])[CH2:8][CH2:9]2)[C:14]1=[O:33]. Procedure: Dissolve trans-1-[4-(tert-butyl-dimethyl-silanyloxy)-cyclohexyl]-3-(2-chloro-4-pyridine-3-yl-benzyl)-piperidin-2-one (0.2 g, 0.39 mmol) in methanol containing concentrated hydrochloric acid (5% v/v) and heat at 40° C. for 1 hour. Evaporate the solvent, dissolve the residue in DCM (10 mL) and wash with saturated aqueous NaHCO3 (5 mL). Dry the organic layer over anhydrous Na2SO4, remove the solvent and purify the residue by chromatography over silica gel eluting with EtOAc to obtain the title comp...